This data is from the Open Reaction Database (ORD), a public repository of structured organic reaction records. The task is: describe an organic reaction: reactants, conditions, products, and yield Starting materials: Brc1nsc2nc3ccccc3n12, ClCCl, Nc1ccccn1. The product is c1ccc(Nc2nsc3nc4ccccc4n23)nc1. Reaction SMILES: [Br:1][c:2]1[n:3][s:4][c:5]2[n:6][c:7]3[c:8]([n:9]12)[cH:10][cH:11][cH:12][cH:13]3.[Cl:21][CH2:22][Cl:23].[NH2:14][c:15]1[n:16][cH:17][cH:18][cH:19][cH:20]1>>[c:2]1([NH:14][c:15]2[n:16][cH:17][cH:18][cH:19][cH:20]2)[n:3][s:4][c:5]2[n:6][c:7]3[c:8]([n:9]12)[cH:10][cH:11][cH:12][cH:13]3.